From a dataset of the Open Reaction Database (ORD), a public repository of structured organic reaction records. describe an organic reaction: reactants, conditions, products, and yield Procedure details: 6-Amino-2-(4-ethoxyphenyl)-1-ethyl-1H-indole-3-carbonitrile (31 mg, 0.1 mmol), compound 833, prepared in example 1BR, step B is treated with ethyl chloroformate (16 mg, 0.15 mmol) in pyridine (1.0 mL) at room temperature overnight to furnish, after purification using column chromatography [3-cyano-2-(4-ethoxyphenyl)-1-ethyl-1H-indol-6-yl]-carbamic acid ethyl ester (30 mg, 79%). Product: C(C)OC(NC1=CC=C2C(=C(N(C2=C1)CC)C1=CC=C(C=C1)OCC)C#N)=O ([3-cyano-2-(4-ethoxyphenyl)-1-ethyl-1H-indol-6-yl]-carbamic acid ethyl ester). Run in N1=CC=CC=C1 (pyridine). RXN SMILES: [NH2:1][C:2]1[CH:10]=[C:9]2[C:5]([C:6]([C:22]#[N:23])=[C:7]([C:13]3[CH:18]=[CH:17][C:16]([O:19][CH2:20][CH3:21])=[CH:15][CH:14]=3)[N:8]2[CH2:11][CH3:12])=[CH:4][CH:3]=1.Cl[C:25]([O:27][CH2:28][CH3:29])=[O:26]>N1C=CC=CC=1>[CH2:28]([O:27][C:25](=[O:26])[NH:1][C:2]1[CH:10]=[C:9]2[C:5]([C:6]([C:22]#[N:23])=[C:7]([C:13]3[CH:18]=[CH:17][C:16]([O:19][CH2:20][CH3:21])=[CH:15][CH:14]=3)[N:8]2[CH2:11][CH3:12])=[CH:4][CH:3]=1)[CH3:29]. Starting materials: NC1=CC=C2C(=C(N(C2=C1)CC)C1=CC=C(C=C1)OCC)C#N (6-Amino-2-(4-ethoxyphenyl)-1-ethyl-1H-indole-3-carbonitrile), compound 833, ClC(=O)OCC (ethyl chloroformate). The reactants are BrC1=C(C=CC(=C1)C)C (1-bromo-2,5-dimethyl benzene), ClC=1C=C2C(C(NC2=CC1)=O)=O (5-chloroisatin). Yields the product ClC=1C=C2C(C(NC2=CC1)=O)(O)C1=C(C=CC(=C1)C)C (5-chloro-3-(2,5-dimethylphenyl)-3-hydroxy-1,3-dihydro-2H-indol-2-one). Isolated yield 88.8%. As a reaction SMILES: Br[C:2]1[CH:7]=[C:6]([CH3:8])[CH:5]=[CH:4][C:3]=1[CH3:9].[Cl:10][C:11]1[CH:12]=[C:13]2[C:17](=[CH:18][CH:19]=1)[NH:16][C:15](=[O:20])[C:14]2=[O:21]>>[Cl:10][C:11]1[CH:12]=[C:13]2[C:17](=[CH:18][CH:19]=1)[NH:16][C:15](=[O:20])[C:14]2([C:2]1[CH:7]=[C:6]([CH3:8])[CH:5]=[CH:4][C:3]=1[CH3:9])[OH:21]. Procedure details: With 8.00 g of 1-bromo-2,5-dimethyl benzene and 5.79 g of 5-chloroisatin as starting materials, 8.15 g of the title compound (colorless amorphous) was obtained by a similar method to Step 21-1. Starting materials: Cl, COC(=O)CC(CN=[N+]=[N-])S(=O)(=O)O. The product is [N-]=[N+]=NCC(CC(=O)O)S(=O)(=O)O. Reaction SMILES: [ClH:15].[N:1](=[N+:2]=[N-:3])[CH2:4][CH:5]([CH2:6][C:7](=[O:8])[O:9][CH3:10])[S:11](=[O:12])(=[O:13])[OH:14]>>[N:1](=[N+:2]=[N-:3])[CH2:4][CH:5]([CH2:6][C:7](=[O:8])[OH:9])[S:11](=[O:12])(=[O:13])[OH:14]. Starting materials: C1(=C(C(=CC=C1)O)O)O (benzene-1,2,3-triol), COC(C)(C)OC (2,2-dimethoxypropane). The solvent is C1(=CC=CC=C1)C (toluene). Yields the product CC1(OC2=C(O1)C=CC=C2O)C (2,2-dimethylbenzo[d]1,3-dioxolan-4-ol). The yield is 40.4%. Reaction SMILES: [C:1]1([OH:9])[CH:6]=[CH:5][CH:4]=[C:3]([OH:7])[C:2]=1[OH:8].CO[C:12](OC)([CH3:14])[CH3:13]>C1(C)C=CC=CC=1>[CH3:13][C:12]1([CH3:14])[O:7][C:3]2[CH:4]=[CH:5][CH:6]=[C:1]([OH:9])[C:2]=2[O:8]1. Reported procedure: A stirred mixture of 10.0 grams (0.079 mole) of benzene-1,2,3-triol, 20 mL (0.163 mole) of 2,2-dimethoxypropane and 1.0 gram (catalyst) of Amberlite® IR-120 (plus) ion exchange resin in 50 mL of toluene was warmed to 100° C., where it was maintained during an 18 hour period. After this time the reaction mixture was concentrated under reduced pressure to a residual solid. The solid was triturated with three 50 mL portions of methylene chloride. The combined organic extracts were concentrated unde... The reactants are O=[N+]([O-])c1ccc(Br)cn1, O=C([O-])[O-], CN(C)C=O, [Cs+], [Cs+], Cc1cc(O)cc(NC(=O)c2cc(C)nn2C)c1. Yields the product Cc1cc(NC(=O)c2cc(C)nn2C)cc(Oc2ccc([N+](=O)[O-])nc2)c1. RXN SMILES: [Br:25][c:26]1[cH:27][cH:28][c:29]([N+:32](=[O:33])[O-:34])[n:30][cH:31]1.[C:19](=[O:20])([O-:21])[O-:22].[CH3:35][N:36]([CH3:37])[CH:38]=[O:39].[Cs+:23].[Cs+:24].[OH:1][c:2]1[cH:3][c:4]([NH:9][C:10](=[O:11])[c:12]2[cH:13][c:14]([CH3:18])[n:15][n:16]2[CH3:17])[cH:5][c:6]([CH3:8])[cH:7]1>>[O:1]([c:2]1[cH:3][c:4]([NH:9][C:10](=[O:11])[c:12]2[cH:13][c:14]([CH3:18])[n:15][n:16]2[CH3:17])[cH:5][c:6]([CH3:8])[cH:7]1)[c:26]1[cH:27][cH:28][c:29]([N+:32](=[O:33])[O-:34])[n:30][cH:31]1. Reactants: O (water), OC1=CC=C(C=2CCCCC12)C=O (4-hydroxy-5,6,7,8-tetrahydro-naphthalene-1-carbaldehyde), C(C)(C)(C)OC(NCCCBr)=O ((3-Bromopropyl)-carbamic acid tert-butyl ester), C([O-])([O-])=O.[K+].[K+] (potassium carbonate). The solvent is CN(C)C=O (DMF). The product is C(C)(C)(C)OC(NCCCOC1=CC=C(C=2CCCCC12)C=O)=O ([3-(4-Formyl-5,6,7,8-tetrahydro-naphthalen-1-yloxy)-propyl]-carbamic acid tert-butyl ester). Isolated yield 59.8%. RXN SMILES: [OH:1][C:2]1[C:11]2[CH2:10][CH2:9][CH2:8][CH2:7][C:6]=2[C:5]([CH:12]=[O:13])=[CH:4][CH:3]=1.[C:14]([O:18][C:19](=[O:25])[NH:20][CH2:21][CH2:22][CH2:23]Br)([CH3:17])([CH3:16])[CH3:15].C(=O)([O-])[O-].[K+].[K+].O>CN(C=O)C>[C:14]([O:18][C:19](=[O:25])[NH:20][CH2:21][CH2:22][CH2:23][O:1][C:2]1[C:11]2[CH2:10][CH2:9][CH2:8][CH2:7][C:6]=2[C:5]([CH:12]=[O:13])=[CH:4][CH:3]=1)([CH3:17])([CH3:16])[CH3:15] |f:2.3.4|. Procedure: 4-Hydroxy-5,6,7,8-tetrahydro-naphthalene-1-carbaldehyde (109, 4.6 g, 29.1 mmol) (3-Bromopropyl)-carbamic acid tert-butyl ester (110, 4.6 g, 32 mmol), and potassium carbonate (6.03 g, 43.7 mmol) were stirred in 140 mL of dry DMF over night. The reaction mixture was poured into water and extracted with dichloromethane. The organic layer was washed with water and brine., dried with magnesium sulfate, filtered, concentrated and purified by flash chromatography (0-30% EtOAc/hexane) to give crude prod...